From a dataset of the Open Reaction Database (ORD), a public repository of structured organic reaction records. describe an organic reaction: reactants, conditions, products, and yield The reactants are C([O-])([O-])=O.[K+].[K+] (potassium carbonate), C1(=CC=C(C=C1)S(=O)(=O)O)C (p-toluenesulfonic acid), substituted o-aminobenzonitrile, β-ketolactone, CCN(CC)CCCC(C)NC=1C=C(N=C2C1C=CC(=C2)Cl)/C=C/C=3C=CC=CC3Cl (aminoquinoline), compound ( 6 ), alcohol, Cl (hydrochloric acid), enamine. Reagents/catalysts: [Cu]Cl (copper (I) chloride). Run in O1CCCC1 (tetrahydrofuran), O1CCOCC1 (1,4-dioxane), C1=CC=CC=C1 (benzene), C1(=CC=CC=C1)C (toluene). Yields the product N1=CC=CC2=CC=CC=C12 (quinoline). As a reaction SMILES: Cl.C1(C)C=CC(S(O)(=O)=O)=CC=1.C(=O)([O-])[O-].[K+].[K+].CCN(CCCC(N[C:30]1[CH:31]=[C:32](/C=C/C2C=CC=CC=2Cl)[N:33]=[C:34]2[CH:39]=[C:38](Cl)[CH:37]=[CH:36][C:35]=12)C)CC>[Cu]Cl.O1CCOCC1.O1CCCC1.C1C=CC=CC=1.C1(C)C=CC=CC=1>[N:33]1[C:34]2[C:35](=[CH:36][CH:37]=[CH:38][CH:39]=2)[CH:30]=[CH:31][CH:32]=1 |f:2.3.4|. Procedure: The reaction of substituted o-aminobenzonitrile (10) and β-ketolactone (14) can be carried out in an alcohol in the presence of an acid such as hydrochloric acid at room temperature, or in a solvent such as toluene or benzene and in the presence of a condensing agent such as p-toluenesulfonic acid under heating. The cyclization of enamine compound (15) is carried out in a solvent such as tetrahydrofuran, 1,4-dioxane, or the like in the presence of a base (e.g., potassium carbonate) and copper (I... Starting materials: O=C1CCC(=O)N1Br, CN(C)C=O, O=C(O)CCc1ccc(O)c(C(=O)CCc2ccccc2)c1. The product is O=C(O)CCc1cc(Br)c(O)c(C(=O)CCc2ccccc2)c1. RXN SMILES: [Br:23][N:24]1[C:25](=[O:26])[CH2:27][CH2:28][C:29]1=[O:30].[O:31]=[CH:32][N:33]([CH3:34])[CH3:35].[OH:1][c:2]1[c:3]([C:13]([CH2:14][CH2:15][c:16]2[cH:17][cH:18][cH:19][cH:20][cH:21]2)=[O:22])[cH:4][c:5]([CH2:8][CH2:9][C:10](=[O:11])[OH:12])[cH:6][cH:7]1>>[OH:1][c:2]1[c:3]([C:13]([CH2:14][CH2:15][c:16]2[cH:17][cH:18][cH:19][cH:20][cH:21]2)=[O:22])[cH:4][c:5]([CH2:8][CH2:9][C:10](=[O:11])[OH:12])[cH:6][c:7]1[Br:23]. The reactants are CN1C(=C(C(=O)O)C(C=C1C1=CC=CC=C1)=O)CCC (1-methyl-6-phenyl-2-propyl-4-oxonicotinic acid), [OH-].[Na+] (sodium hydroxide). The solvent is CO (methanol). Product: CN1C(=C(C(=O)[O-])C(C=C1C1=CC=CC=C1)=O)CCC.[Na+] (Sodium 1-methyl-6-phenyl-2-propyl-4-oxonicotinate). The yield is 96.7%. Reaction SMILES: [CH3:1][N:2]1[C:10]([C:11]2[CH:16]=[CH:15][CH:14]=[CH:13][CH:12]=2)=[CH:9][C:8](=[O:17])[C:4]([C:5]([OH:7])=[O:6])=[C:3]1[CH2:18][CH2:19][CH3:20].[OH-].[Na+:22]>CO>[CH3:1][N:2]1[C:10]([C:11]2[CH:16]=[CH:15][CH:14]=[CH:13][CH:12]=2)=[CH:9][C:8](=[O:17])[C:4]([C:5]([O-:7])=[O:6])=[C:3]1[CH2:18][CH2:19][CH3:20].[Na+:22] |f:1.2,4.5|. Reported procedure: 2.1 g (0.0067 mol) of 1-methyl-6-phenyl-2-propyl-4-oxonicotinic acid is suspended in 50 ml of methanol and to it there is added 0.295 g (0.0074 mol) of sodium hydroxide pellets. The solution is concentrated in vacuo to afford 1.9 g (97% yield) of product. Reactants: NC=1C=CC(=C(C1)[C@]1(N=C(OCC1(F)F)N)C)F ((R)-4-(5-amino-2-fluoro-phenyl)-5,5-difluoro-4-methyl-5,6-dihydro-4H-[1,3]oxazin-2-ylamine), ClC=1C(=NC=C(C1)C#N)C(=O)O (3-chloro-5-cyano-pyridine-2-carboxylic acid). Yields the product NC=1OCC([C@@](N1)(C)C=1C=C(C=CC1F)NC(=O)C1=NC=C(C=C1Cl)C#N)(F)F (3-Chloro-5-cyano-pyridine-2-carboxylic acid [3-((R)-2-amino-5,5-difluoro-4-methyl-5,6-dihydro-4H-[1,3]oxazin-4-yl)-4-fluoro-phenyl]-amide). As a reaction SMILES: [NH2:1][C:2]1[CH:3]=[CH:4][C:5]([F:18])=[C:6]([C@:8]2([CH3:17])[C:13]([F:15])([F:14])[CH2:12][O:11][C:10]([NH2:16])=[N:9]2)[CH:7]=1.[Cl:19][C:20]1[C:21]([C:28](O)=[O:29])=[N:22][CH:23]=[C:24]([C:26]#[N:27])[CH:25]=1>>[NH2:16][C:10]1[O:11][CH2:12][C:13]([F:14])([F:15])[C@:8]([C:6]2[CH:7]=[C:2]([NH:1][C:28]([C:21]3[C:20]([Cl:19])=[CH:25][C:24]([C:26]#[N:27])=[CH:23][N:22]=3)=[O:29])[CH:3]=[CH:4][C:5]=2[F:18])([CH3:17])[N:9]=1. Procedure: The condensation of (R)-4-(5-amino-2-fluoro-phenyl)-5,5-difluoro-4-methyl-5,6-dihydro-4H-[1,3]oxazin-2-ylamine (intermediate XI-1) and 3-chloro-5-cyano-pyridine-2-carboxylic acid following procedure I yielded the title compound as a white solid. MS (ISP): m/z=424.1 [M+H]+. Starting materials: CCCCCC (hexane), CC(CC)(C)C=1C=C(C=C(C1O)C(CC)(C)C)C(CBr)=O (1-(3,5-bis(1,1-dimethylpropyl)-4-hydroxyphenyl)-2-bromo-ethanone), [I-].[Na+] (sodium iodide). The solvent is COCCOC (1,2-dimethoxyethane), COCCOC (1,2-dimethoxyethane). Conditions: time 16 hour. Product: CC(CC)(C)C=1C=C(C=C(C1O)C(CC)(C)C)C(CI)=O (1-(3,5-bis(1,1-dimethylpropyl)-4-hydroxyphenyl)-2-iodo-ethanone). Yield: 53.4%. RXN SMILES: [CH3:1][C:2]([C:6]1[CH:7]=[C:8]([C:18](=[O:21])[CH2:19]Br)[CH:9]=[C:10]([C:13]([CH3:17])([CH3:16])[CH2:14][CH3:15])[C:11]=1[OH:12])([CH3:5])[CH2:3][CH3:4].[I-:22].[Na+].CCCCCC>COCCOC>[CH3:1][C:2]([C:6]1[CH:7]=[C:8]([C:18](=[O:21])[CH2:19][I:22])[CH:9]=[C:10]([C:13]([CH3:17])([CH3:16])[CH2:14][CH3:15])[C:11]=1[OH:12])([CH3:5])[CH2:3][CH3:4] |f:1.2|. Reported procedure: To a solution of 3.56 g (10 mmol) of 1-(3,5-bis(1,1-dimethylpropyl)-4-hydroxyphenyl)-2-bromo-ethanone in 15 ml of 1,2-dimethoxyethane, a solution of 1.65 g (11 mmol) of sodium iodide in 10 ml of 1,2-dimethoxyethane is added dropwise at room temperature. After the addition, stirring is continued for 16 hours at room temperature. Then 5 ml of hexane is added and, after stirring for additional 15 minutes, the precipitated salts are removed by filtration. The obtained solution is evaporated and the ...